This data is from the Open Reaction Database (ORD), a public repository of structured organic reaction records. The task is: describe an organic reaction: reactants, conditions, products, and yield Reactants: O=C1SC2=C(N1CC(=O)OC)C=C(C=C2)Cl (methyl 2-oxo-5-chloro-3-benzothiazolineacetate), BrBr (bromine). Run in O1CCOCC1 (dioxane). Run at time 40 minute. The product is O=C1SC2=C(N1CC(=O)OC)C=C(C(=C2)Br)Cl (methyl 2-oxo-5-chloro-6-bromo-3-benzothiazolineacetate). As a reaction SMILES: [O:1]=[C:2]1[N:6]([CH2:7][C:8]([O:10][CH3:11])=[O:9])[C:5]2[CH:12]=[C:13]([Cl:16])[CH:14]=[CH:15][C:4]=2[S:3]1.[Br:17]Br>O1CCOCC1>[O:1]=[C:2]1[N:6]([CH2:7][C:8]([O:10][CH3:11])=[O:9])[C:5]2[CH:12]=[C:13]([Cl:16])[C:14]([Br:17])=[CH:15][C:4]=2[S:3]1. Reported procedure: To a solution of methyl 2-oxo-5-chloro-3-benzothiazolineacetate (10 g) in dioxane (100 ml) was added dropwise bromine (2 ml) with stirring at 25°-30° C. during 40 minutes. After the stirring was continued at ambient temperature for 4 hours, precipitates in the resultant mixture were separated by filtration, washed with dioxane and diethylether and dried to give crystalline methyl 2-oxo-5-chloro-6-bromo-3-benzothiazolineacetate (8.38 g). Reactants: F[C@@H]1C(S[C@@H]([C@H]1O)CO)N1C2=NC(=NC(=C2N=C1)N)N (9-(2-deoxy-2-fluoro-4-thio-D-arabinofuranosyl)-2,6-diaminopurine), [C@@H]1([C@H](O)[C@H](O)[C@@H](CO)O1)N1C=NC=2C(N)=NC=NC12 (adenosine). Run in Cl (hydrochloric acid). Run at time 6 hour. Yields the product F[C@@H]1[C@@H](S[C@@H]([C@H]1O)CO)N1C=2N=C(NC(C2N=C1)=O)N (9-(2-deoxy-2-fluoro-4-thio-beta-D-arabinofuranosyl)guanine). The yield is 48.0%. RXN SMILES: [F:1][C@H:2]1[C@H:6]([OH:7])[C@@H:5]([CH2:8][OH:9])[S:4][CH:3]1[N:10]1[CH:18]=[N:17][C:16]2[C:11]1=[N:12][C:13]([NH2:20])=[N:14][C:15]=2N.[C@@H]1(N2C3N=CN=C(N)C=3N=C2)O[C@H](CO)[C@@H](O)[C@H]1[OH:23]>Cl>[F:1][C@H:2]1[C@H:6]([OH:7])[C@@H:5]([CH2:8][OH:9])[S:4][C@H:3]1[N:10]1[CH:18]=[N:17][C:16]2[C:15](=[O:23])[NH:14][C:13]([NH2:20])=[N:12][C:11]1=2. Procedure details: 114 mg of the crude anomer mixture of 9-(2-deoxy-2-fluoro-4-thio-D-arabinofuranosyl)-2,6-diaminopurine (beta/alpha=1.55) obtained in Synthesis Example 2 was suspended in 25 ml of tris hydrochloric acid buffer solution (pH=7.0). To this suspension was added 0.43 ml (100 units) of adenosine deaminase, and the mixture was stirred at room temperature for 6 hours. The reaction solution was purified by ODS reverse phase column chromatography to obtain 48 mg (yield 48%) of the title compound. The reactants are NC=1SC2=C(N1)C(=CC=C2)OC (2-amino-4-methoxybenzothiazole), FC(C(=O)O)(F)F (trifluoroacetic acid). Solvent: ClC1=C(C=CC=C1)Cl (1,2 dichlorobenzene). Yields the product COC1=CC=CC2=C1N=C(S2)C(F)(F)F (4-Methoxy-2-trifluoromethylbenzothiazole). RXN SMILES: N[C:2]1[S:3][C:4]2[CH:10]=[CH:9][CH:8]=[C:7]([O:11][CH3:12])[C:5]=2[N:6]=1.[F:13][C:14]([F:19])([F:18])C(O)=O>ClC1C=CC=CC=1Cl>[CH3:12][O:11][C:7]1[C:5]2[N:6]=[C:2]([C:14]([F:19])([F:18])[F:13])[S:3][C:4]=2[CH:10]=[CH:9][CH:8]=1. Procedure details: Starting from 2-amino-4-methoxybenzothiazole (1.5 g) and trifluoroacetic acid (5.5 ml), without 1,2 dichlorobenzene. Purification by flash chromatography (eluent 20% ethyl acetate/hexane) yielded the title compound as a light brown oil (0.74 g). TLC Rf 0.70 (50% ethyl acetate in hexane) Starting materials: O=[N+]([O-])c1ccc(OCc2ccccc2)c(Br)c1, CCO, Cl, [Fe], O. The product is Nc1ccc(OCc2ccccc2)c(Br)c1. As a reaction SMILES: [CH2:1]([c:2]1[cH:3][cH:4][cH:5][cH:6][cH:7]1)[O:8][c:9]1[c:10]([Br:18])[cH:11][c:12]([N+:15]([O-:16])=[O:17])[cH:13][cH:14]1.[CH3:20][CH2:21][OH:22].[ClH:19].[Fe:24].[OH2:23]>>[CH2:1]([c:2]1[cH:3][cH:4][cH:5][cH:6][cH:7]1)[O:8][c:9]1[c:10]([Br:18])[cH:11][c:12]([NH2:15])[cH:13][cH:14]1. The reactants are Cl.NC1=NC=C(C2=C(C1)C=CC(=C2)Cl)C2=CC=CC=C2 (2-Amino-7-chloro-5-phenyl-1H-3-benzazepine hydrochloride), CN (methylamine). Solvent: C(C)O (ethanol). Yields the product ClC1=CC2=C(CC(=NC=C2C2=CC=CC=C2)NC)C=C1 (7-Chloro-2-methylamino-5-phenyl-1H-3-benzazepine). Reaction SMILES: Cl.[NH2:2][C:3]1[CH2:9][C:8]2[CH:10]=[CH:11][C:12]([Cl:14])=[CH:13][C:7]=2[C:6]([C:15]2[CH:20]=[CH:19][CH:18]=[CH:17][CH:16]=2)=[CH:5][N:4]=1.[CH3:21]N>C(O)C>[Cl:14][C:12]1[CH:11]=[CH:10][C:8]2[CH2:9][C:3]([NH:2][CH3:21])=[N:4][CH:5]=[C:6]([C:15]3[CH:16]=[CH:17][CH:18]=[CH:19][CH:20]=3)[C:7]=2[CH:13]=1 |f:0.1|. Procedure details: 2-Amino-7-chloro-5-phenyl-1H-3-benzazepine hydrochloride (8 g; 0.027 mole) [see Example (e)] in 33% w/w methylamine in ethanol (100 ml) was maintained at 40° for 3 days. The solution was then evaporated to dryness and the residual amine was azeotropically removed with toluene. The residue was treated with dry acetone, acidified with a few drops of ethanolic hydrogen chloride, filtered, and washed with acetone to give the title compound as the hydrochloride. Crystallisation of this hydrochloride ...